This data is from the Open Reaction Database (ORD), a public repository of structured organic reaction records. The task is: describe an organic reaction: reactants, conditions, products, and yield The reactants are CNOC, ClCCl, Cl, O=C(Cl)c1ccc(F)cc1, c1ccncc1. The product is CON(C)C(=O)c1ccc(F)cc1. RXN SMILES: [CH3:12][NH:13][O:14][CH3:15].[Cl:22][CH2:23][Cl:24].[ClH:11].[F:1][c:2]1[cH:3][cH:4][c:5]([C:6](=[O:7])[Cl:8])[cH:9][cH:10]1.[cH:16]1[cH:17][cH:18][n:19][cH:20][cH:21]1>>[F:1][c:2]1[cH:3][cH:4][c:5]([C:6](=[O:7])[N:13]([CH3:12])[O:14][CH3:15])[cH:9][cH:10]1. The reactants are ClCCl, CC(=O)c1ccc(OCc2ccc(C(O)c3cccc(-c4nn[nH]n4)c3)cc2)c(C(C)C)c1O. Reaction SMILES: [Cl:35][CH2:36][Cl:37].[OH:1][c:2]1[c:3]([C:32]([CH3:33])=[O:34])[cH:4][cH:5][c:6]([O:11][CH2:12][c:13]2[cH:14][cH:15][c:16]([CH:19]([c:20]3[cH:21][c:22](-[c:26]4[n:27][n:28][nH:29][n:30]4)[cH:23][cH:24][cH:25]3)[OH:31])[cH:17][cH:18]2)[c:7]1[CH:8]([CH3:9])[CH3:10]>>[OH:1][c:2]1[c:3]([C:32]([CH3:33])=[O:34])[cH:4][cH:5][c:6]([O:11][CH2:12][c:13]2[cH:14][cH:15][c:16]([CH2:19][c:20]3[cH:21][c:22](-[c:26]4[n:27][n:28][nH:29][n:30]4)[cH:23][cH:24][cH:25]3)[cH:17][cH:18]2)[c:7]1[CH:8]([CH3:9])[CH3:10]. Yields the product CC(=O)c1ccc(OCc2ccc(Cc3cccc(-c4nn[nH]n4)c3)cc2)c(C(C)C)c1O. The reactants are resultant mixture, FC1=C(C=C(C=C1)C(F)(F)F)B(O)O (2-fluoro-5-(trifluoromethyl)phenylboronic acid), ClC1=NC=CC(=C1)C (2-chloro-4-methyl-pyridine), C(C)(C)(C)P(C[Si](C)(C)C)C(C)(C)C (di-tert-butyl-trimethylsilylmethyl-phosphane), [F-].[Cs+] (cesium fluoride). Reagents/catalysts: [Pd].[Pd].C(C1=CC=CC=C1)=CC(=O)C=CC1=CC=CC=C1.C(C1=CC=CC=C1)=CC(=O)C=CC1=CC=CC=C1.C(C1=CC=CC=C1)=CC(=O)C=CC1=CC=CC=C1 (tris(dibenzylideneacetone) dipalladium (0)). The solvent is O (water), O1CCOCC1 (dioxane). Yields the product FC1=C(C=C(C=C1)C(F)(F)F)C1=NC=CC(=C1)C (2-(2-Fluoro-5-trifluoromethyl-phenyl)-4-methyl-pyridine). Reaction SMILES: [F:1][C:2]1[CH:7]=[CH:6][C:5]([C:8]([F:11])([F:10])[F:9])=[CH:4][C:3]=1B(O)O.Cl[C:16]1[CH:21]=[C:20]([CH3:22])[CH:19]=[CH:18][N:17]=1.C(P(C(C)(C)C)C[Si](C)(C)C)(C)(C)C.[F-].[Cs+]>[Pd].[Pd].C(=CC(C=CC1C=CC=CC=1)=O)C1C=CC=CC=1.C(=CC(C=CC1C=CC=CC=1)=O)C1C=CC=CC=1.C(=CC(C=CC1C=CC=CC=1)=O)C1C=CC=CC=1.O.O1CCOCC1>[F:1][C:2]1[CH:7]=[CH:6][C:5]([C:8]([F:11])([F:10])[F:9])=[CH:4][C:3]=1[C:16]1[CH:21]=[C:20]([CH3:22])[CH:19]=[CH:18][N:17]=1 |f:3.4,5.6.7.8.9|. Procedure details: 10.0 g (0.0481 mol) of 2-fluoro-5-(trifluoromethyl)phenylboronic acid, 5.52 g (0.0433 mol) of 2-chloro-4-methyl-pyridine, 1.10 g (0.0012 mol) of tris(dibenzylideneacetone) dipalladium (0), 0.67 g (0.00289 mol) of di-tert-butyl-trimethylsilylmethyl-phosphane, 8.0 g (0.0527 mol) of cesium fluoride and 100 ml of dioxane were stirred at room temperature for 24 hours. The resultant mixture was poured into 200 ml of water and extracted twice with 200 ml of methylene chloride. The organic phase was dri... The reactants are N1C(NC2=C1C=CC=C2)=O (1,3-dihydro-benzoimidazol-2-one), [O-]P(=O)([O-])[O-].[K+].[K+].[K+] (K3PO4), CNC1C(CCCC1)NC (1,2-bis(methylamino)cyclohexane), N1=C(C=NC=C1)[C@H](C)NC(=O)C=1C=C(C=C(C1)I)C1=CC=C(C=C1)C (5-Iodo-4′-methyl-biphenyl-3-carboxylic acid ((S)-1-pyrazin-2-yl-ethyl)-amide). Reagents/catalysts: [Cu]I (CuI). The solvent is C1(=CC=CC=C1)C (toluene). Conditions: temperature 110 celsius, time 8 hour. Product: N1=C(C=NC=C1)[C@H](C)NC(=O)C=1C=C(C=C(C1)N1C(NC2=C1C=CC=C2)=O)C2=CC=C(C=C2)C (4′-methyl-5-(2-oxo-2,3-dihydro-benzoimidazol-1-yl)-biphenyl-3-carboxylic acid ((S)-1-pyrazin-2-yl-ethyl)-amide). Isolated yield 17.8%. As a reaction SMILES: [N:1]1[CH:6]=[CH:5][N:4]=[CH:3][C:2]=1[C@@H:7]([NH:9][C:10]([C:12]1[CH:13]=[C:14]([C:19]2[CH:24]=[CH:23][C:22]([CH3:25])=[CH:21][CH:20]=2)[CH:15]=[C:16](I)[CH:17]=1)=[O:11])[CH3:8].[NH:26]1[C:30]2[CH:31]=[CH:32][CH:33]=[CH:34][C:29]=2[NH:28][C:27]1=[O:35].[O-]P([O-])([O-])=O.[K+].[K+].[K+].CNC1CCCCC1NC>C1(C)C=CC=CC=1.[Cu]I>[N:1]1[CH:6]=[CH:5][N:4]=[CH:3][C:2]=1[C@@H:7]([NH:9][C:10]([C:12]1[CH:13]=[C:14]([C:19]2[CH:24]=[CH:23][C:22]([CH3:25])=[CH:21][CH:20]=2)[CH:15]=[C:16]([N:26]2[C:30]3[CH:31]=[CH:32][CH:33]=[CH:34][C:29]=3[NH:28][C:27]2=[O:35])[CH:17]=1)=[O:11])[CH3:8] |f:2.3.4.5|. Procedure details: 5-Iodo-4′-methyl-biphenyl-3-carboxylic acid ((S)-1-pyrazin-2-yl-ethyl)-amide (110 mg, 0.25 mmol) was dissolved in toluene (3 mL) and 1,3-dihydro-benzoimidazol-2-one (135 mg, 1.0 mmol), and CuI (15 mg), K3PO4 (212 mg, 1.0 mmol) and 1,2-bis(methylamino)cyclohexane (0.1 mL) were added. The reaction mixture was stirred at 110° C. overnight, then cooled to room temperature and partitioned between water and ethyl acetate. The organic layer was separated and concentrated under reduced pressure and the ... Starting materials: ( 3 ), FC1=C(C=CC=C1C1CCNCC1)C(C)=O (1-(2-fluoro-3-piperidin-4-ylphenyl)ethanone), ( 16 ), C([O-])([O-])=O.[K+].[K+] (potassium carbonate), BrCCOC (1-bromo-2-methoxyethane), ( 4 ). Solvent: C(C)#N (acetonitrile). The product is FC1=C(C=CC=C1C1CCN(CC1)CCOC)C(C)=O (1-{2-FLUORO-3-[1-(2-METHOXYETHYL)PIPERIDIN-4-YL]PHENYL}ETHANONE). RXN SMILES: [F:1][C:2]1[C:7]([CH:8]2[CH2:13][CH2:12][NH:11][CH2:10][CH2:9]2)=[CH:6][CH:5]=[CH:4][C:3]=1[C:14](=[O:16])[CH3:15].C(=O)([O-])[O-].[K+].[K+].Br[CH2:24][CH2:25][O:26][CH3:27]>C(#N)C>[F:1][C:2]1[C:7]([CH:8]2[CH2:9][CH2:10][N:11]([CH2:24][CH2:25][O:26][CH3:27])[CH2:12][CH2:13]2)=[CH:6][CH:5]=[CH:4][C:3]=1[C:14](=[O:16])[CH3:15] |f:1.2.3|. Procedure details: Preparation according to Example 1: 1-(2-fluoro-3-piperidin-4-ylphenyl)ethanone (0.01 g), acetonitrile (2 ml), potassium carbonate (0.01 g) and 1-bromo-2-methoxyethane (0.01 g). MS m/z (rel. intensity, 70 eV) 279 (M+, 1), 235 (16), 234 (bp), 163 (3), 133 (4). The reactants are ClC1=C2C=CC(=NC2=NC=C1)C(F)(F)F (5-Chloro-2-trifluoromethyl[1,8]naphthyridine), FC1=C(C=C(C=C1)B(O)O)C1=NC=CC=C1F (4-fluoro-3-(3-fluoropyridin-2-yl)phenylboronic acid). Product: FC1=C(C=C(C=C1)C1=C2C=CC(=NC2=NC=C1)C(F)(F)F)C1=NC=CC=C1F (5-[4-fluoro-3-(3-fluoropyridin-2-yl)phenyl]-2-trifluoromethyl[1,8]-naphthyridine). Isolated yield 49.2%. Reaction SMILES: Cl[C:2]1[CH:11]=[CH:10][N:9]=[C:8]2[C:3]=1[CH:4]=[CH:5][C:6]([C:12]([F:15])([F:14])[F:13])=[N:7]2.[F:16][C:17]1[CH:22]=[CH:21][C:20](B(O)O)=[CH:19][C:18]=1[C:26]1[C:31]([F:32])=[CH:30][CH:29]=[CH:28][N:27]=1>>[F:16][C:17]1[CH:22]=[CH:21][C:20]([C:2]2[CH:11]=[CH:10][N:9]=[C:8]3[C:3]=2[CH:4]=[CH:5][C:6]([C:12]([F:15])([F:14])[F:13])=[N:7]3)=[CH:19][C:18]=1[C:26]1[C:31]([F:32])=[CH:30][CH:29]=[CH:28][N:27]=1. Procedure: 5-Chloro-2-trifluoromethyl[1,8]naphthyridine (100 mg, 0.43 mmol) was coupled to 4-fluoro-3-(3-fluoropyridin-2-yl)phenylboronic acid (131 mg, 0.56 mmol) as described in Example 3 part g), affording 5-[4-fluoro-3-(3-fluoropyridin-2-yl)phenyl]-2-trifluoromethyl[1,8]-naphthyridine (82 mg, 49%). δH (360 MHz, CDCl3) 7.39-7.44 (2H, m), 7.55-7.63 (3H, m), 7.79 (1H, dd, J 2.3 and 6.5), 7.85 (1H, d, J 8.4), 8.55-8.60 (2H, m), 9.28 (1H, d, J 4.6). m/z (ES+) 388 [MH]+. Starting materials: BrCC(C(C(=O)NC1[C@@H]2N(C(=C(CS2)C=C)C(=O)OC(C2=CC=CC=C2)C2=CC=CC=C2)C1=O)=NOCC(=O)OCC(Cl)(Cl)Cl)=O (benzhydryl 7-[4-bromo-2-(2,2,2-trichloroethoxycarbonylmethoxyimino)-3-oxobutyramido]-3-vinyl-3-cephem-4-carboxylate), NC(=S)N (thiourea), C(C)(=O)[O-].[Na+] (sodium acetate). The solvent is O1CCCC1 (tetrahydrofuran), O (water). Reaction conditions: temperature 35 celsius, time 3 hour. Product: NC=1SC=C(N1)C(C(=O)NC1[C@@H]2N(C(=C(CS2)C=C)C(=O)OC(C2=CC=CC=C2)C2=CC=CC=C2)C1=O)=NOCC(=O)OCC(Cl)(Cl)Cl (benzhydryl 7-[2-(2-aminothiazol-4-yl)-2-(2,2,2-trichloroethoxycarbonylmethoxyimino)acetamido]-3-vinyl-3-cephem-4-carboxylate). Isolated yield 49.5%. RXN SMILES: Br[CH2:2][C:3](=O)[C:4](=[N:35][O:36][CH2:37][C:38]([O:40][CH2:41][C:42]([Cl:45])([Cl:44])[Cl:43])=[O:39])[C:5]([NH:7][CH:8]1[C:33](=[O:34])[N:10]2[C:11]([C:17]([O:19][CH:20]([C:27]3[CH:32]=[CH:31][CH:30]=[CH:29][CH:28]=3)[C:21]3[CH:26]=[CH:25][CH:24]=[CH:23][CH:22]=3)=[O:18])=[C:12]([CH:15]=[CH2:16])[CH2:13][S:14][C@H:9]12)=[O:6].[NH2:47][C:48]([NH2:50])=[S:49].C([O-])(=O)C.[Na+]>O1CCCC1.O>[NH2:50][C:48]1[S:49][CH:2]=[C:3]([C:4](=[N:35][O:36][CH2:37][C:38]([O:40][CH2:41][C:42]([Cl:44])([Cl:45])[Cl:43])=[O:39])[C:5]([NH:7][CH:8]2[C:33](=[O:34])[N:10]3[C:11]([C:17]([O:19][CH:20]([C:21]4[CH:22]=[CH:23][CH:24]=[CH:25][CH:26]=4)[C:27]4[CH:28]=[CH:29][CH:30]=[CH:31][CH:32]=4)=[O:18])=[C:12]([CH:15]=[CH2:16])[CH2:13][S:14][C@H:9]23)=[O:6])[N:47]=1 |f:2.3|. Procedure details: To a solution of benzhydryl 7-[4-bromo-2-(2,2,2-trichloroethoxycarbonylmethoxyimino)-3-oxobutyramido]-3-vinyl-3-cephem-4-carboxylate (26.0 g) in tetrahydrofuran (100 ml) was added a solution of thiourea (3.1 g) and sodium acetate (3.3 g) in water (100 ml), and the mixture was stirred at 35° C. for 3 hours. The reaction mixture was extracted with ethyl acetate, and the extract was washed with water, followed by drying over magnesium sulfate. Removal of the solvent gave benzhydryl 7-[2-(2-aminothi... The reactants are BrC1=CC=C(COC2=NC(=CC=C2)C)C=C1 (2-(4-bromo-benzyloxy)-6-methyl-pyridine), C(CCC)[Li] (n-butyl lithium), O (Water), C(C)(=O)OCC (ethyl acetate). Solvent: O1CCCC1 (tetrahydrofuran). Conditions: temperature -78 celsius, time 30 minute. The product is CC1=CC=CC(=N1)OCC1=CC=C(C=O)C=C1 (4-(6-Methyl-pyridin-2-yloxymethyl)-benzaldehyde). The yield is 70.0%. Reaction SMILES: Br[C:2]1[CH:16]=[CH:15][C:5]([CH2:6][O:7][C:8]2[CH:13]=[CH:12][CH:11]=[C:10]([CH3:14])[N:9]=2)=[CH:4][CH:3]=1.C([Li])CCC.O.[C:23](OCC)(=[O:25])C>O1CCCC1>[CH3:14][C:10]1[N:9]=[C:8]([O:7][CH2:6][C:5]2[CH:15]=[CH:16][C:2]([CH:23]=[O:25])=[CH:3][CH:4]=2)[CH:13]=[CH:12][CH:11]=1. Procedure: To a solution of 2-(4-bromo-benzyloxy)-6-methyl-pyridine (7.30 g, 26.2 mmol) described in Manufacturing Example 3-1-1 in anhydrous tetrahydrofuran (200 mL) was added dropwise n-butyl lithium (2.67 M n-hexane solution, 11.8 mL, 31.4 mmol) on a dry ice-ethanol bath (−78° C.), which was stirred for 30 minutes at −78° C. N,N-dimethylfornamide (4.04 mL, 52.4 mmol) was added to this mixture at −78° C., and stirred for 5 minutes. Water and ethyl acetate were added to the reaction mixture, which was sti...